Task: describe an organic reaction: reactants, conditions, products, and yield. Dataset: the Open Reaction Database (ORD), a public repository of structured organic reaction records Starting materials: N[C@H](CS)C(=O)O (D-cysteine), C(#N)C=1SC2=C(N1)C=CC(=C2)O (2-cyano-6-hydroxybenzothiazole). Yields the product C1[C@@H](N/C(=C/2\N=C3C=CC(=O)C=C3S2)/S1)C(=O)O (D-luciferin). RXN SMILES: [NH2:1][C@@H:2]([C:5]([OH:7])=[O:6])[CH2:3][SH:4].[C:8]([C:10]1[S:11][C:12]2[CH:18]=[C:17]([OH:19])[CH:16]=[CH:15][C:13]=2[N:14]=1)#N>>[CH2:3]1[S:4]/[C:8](=[C:10]2/[N:14]=[C:13]3[C:12]([S:11]/2)=[CH:18][C:17](=[O:19])[CH:16]=[CH:15]3)/[NH:1][C@H:2]1[C:5]([OH:7])=[O:6]. Reported procedure: reacting D-cysteine with 2-cyano-6-hydroxybenzothiazole to produce D-luciferin; and Isolated yield 197.4%. RXN SMILES: N[N:2]1[C:7]2[CH:8]=[CH:9][CH:10]=[CH:11][C:6]=2[O:5][CH2:4][CH2:3]1.[O:12]=[C:13]1[CH2:18][C:17](=O)[CH2:16][CH2:15][NH:14]1>C(O)C>[CH2:3]1[N:2]2[C:17]3[CH2:16][CH2:15][NH:14][C:13](=[O:12])[C:18]=3[C:8]3=[CH:9][CH:10]=[CH:11][C:6](=[C:7]23)[O:5][CH2:4]1. Conditions: time 2 hour. Procedure details: A solution of 4-amino-3,4-dihydro-2H-1,4-benzoxazine (1.0 g) and 2,4-dioxopiperidine (753 mg) in absolute ethanol (40 ml) was stirred under nitrogen for 1.5 h. The solvent was removed in vacuo and the residue was dissolved in diethylene glycol (30 ml) and heated at 100° for 1 h, then at 150° for 2 h. The solution was allowed to cool, poured into water (200 ml) and extracted with dichloromethane (3×100 ml). The combined, dried organic extracts were evaporated to give a semi-solid (ca. 3 g) which ... The solvent is C(C)O (ethanol). The product is C1COC2=C3N1C1=C(C3=CC=C2)C(NCC1)=O (1,2,9,10-Tetrahydropyrido[3',4':4,5]pyrrolo[1,2,3-de][1,4]benzoxazin-7(8H)-one). Starting materials: NN1CCOC2=C1C=CC=C2 (4-amino-3,4-dihydro-2H-1,4-benzoxazine), O=C1NCCC(C1)=O (2,4-dioxopiperidine). Starting materials: COC(=O)C1=NC(=NC(=C1C(C)F)N)C1=C(C(=C(C=C1)Cl)OC)F (6-Amino-2-(4-chloro-2-fluoro-3-methoxyphenyl)-5-(1-fluoroethyl)pyrimidine-4-carboxylic acid methyl ester), CO (methanol), [OH-].[Na+] (sodium hydroxide), Cl (HCl). Reaction conditions: time 8 hour. The product is NC1=C(C(=NC(=N1)C1=C(C(=C(C=C1)Cl)OC)F)C(=O)O)C(C)OC (6-Amino-2-(4-chloro-2-fluoro-3-methoxyphenyl)-5-(1-methoxyethyl)pyrimidine-4-carboxylic acid). The yield is 85.0%. As a reaction SMILES: C[O:2][C:3]([C:5]1[C:10]([CH:11](F)[CH3:12])=[C:9]([NH2:14])[N:8]=[C:7]([C:15]2[CH:20]=[CH:19][C:18]([Cl:21])=[C:17]([O:22][CH3:23])[C:16]=2[F:24])[N:6]=1)=[O:4].[OH-:25].[Na+].Cl.[CH3:28]O>>[NH2:14][C:9]1[N:8]=[C:7]([C:15]2[CH:20]=[CH:19][C:18]([Cl:21])=[C:17]([O:22][CH3:23])[C:16]=2[F:24])[N:6]=[C:5]([C:3]([OH:2])=[O:4])[C:10]=1[CH:11]([O:25][CH3:28])[CH3:12] |f:1.2|. Procedure: 6-Amino-2-(4-chloro-2-fluoro-3-methoxyphenyl)-5-(1-fluoroethyl)pyrimidine-4-carboxylic acid methyl ester (0.100 g, 0.280 mmol) was dissolved/suspended in methanol (10 mL) and 2N sodium hydroxide (0.561 mL, 1.121 mmol) was added. The reaction mixture was stirred overnight at ambient temperature, acidified with 2N HCl, and concentrated. The precipitate that formed was filtered, washed with water, and dried to provide the title compound (0.085 g, 85% yield) as a white solid, mp 165-167° C.: 1H NMR ...